Dataset: the Open Reaction Database (ORD), a public repository of structured organic reaction records. Task: describe an organic reaction: reactants, conditions, products, and yield Reactants: [N+](=O)([O-])C=C1SCCN1 (2-nitromethylene-thiazolidine), CN (methylamine), Cl.CN(C)CC1=CC=C(O1)CCl (5-[(dimethylamino)methyl]-2-(chloromethyl)-furan hydrochloride). Solvent: C(C)#N (acetonitrile). Conditions: temperature 40 celsius, time 30 minute. Product: CN(C)CC1=CC=C(O1)CSCCNC(=C[N+](=O)[O-])NC (N-[2-[[[5-(dimethylamino)methyl-2-furanyl]methyl]thio]ethyl]-N'-methyl-2-nitro-1,1-ethenediamine). Reaction SMILES: [N+:1]([CH:4]=[C:5]1[NH:9][CH2:8][CH2:7][S:6]1)([O-:3])=[O:2].[CH3:10][NH2:11].Cl.[CH3:13][N:14]([CH2:16][C:17]1[O:21][C:20]([CH2:22]Cl)=[CH:19][CH:18]=1)[CH3:15]>C(#N)C>[CH3:13][N:14]([CH2:16][C:17]1[O:21][C:20]([CH2:22][S:6][CH2:7][CH2:8][NH:9][C:5]([NH:11][CH3:10])=[CH:4][N+:1]([O-:3])=[O:2])=[CH:19][CH:18]=1)[CH3:15] |f:2.3|. Procedure: Combine 2-nitromethylene-thiazolidine (146 g, 1.0 mol) and acetonitrile (250 mL). Heat to 40° C. Add methylamine (90 g). After 30 minutes, cool to about -10° C. Add a solution of 5-[(dimethylamino)methyl]-2-(chloromethyl)-furan hydrochloride as obtained in Example 3.1, maintained at 50° C. to 60° C. to prevent crystallization (about 322 g of solution over 3 hours). Add methylamine (120 g). Warm to 40° C. while adding methylamine (65 g). After 30 minutes, cool to 0° C. Add the remainder of the so... The reactants are O=C(Nc1cccc(Br)n1)C1(c2ccc3c(c2)OCO3)CC1, O=C([O-])[O-], CN(C)c1ccc(B(O)O)cc1, CN(C)C=O, [K+], [K+]. Product: CN(C)c1ccc(-c2cccc(NC(=O)C3(c4ccc5c(c4)OCO5)CC3)n2)cc1. Reaction SMILES: [Br:1][c:2]1[cH:3][cH:4][cH:5][c:6]([NH:8][C:9](=[O:10])[C:11]2([c:14]3[cH:15][c:16]4[c:17]([cH:21][cH:22]3)[O:18][CH2:19][O:20]4)[CH2:12][CH2:13]2)[n:7]1.[C:35](=[O:36])([O-:37])[O-:38].[CH3:23][N:24]([c:25]1[cH:26][cH:27][c:28]([B:31]([OH:32])[OH:33])[cH:29][cH:30]1)[CH3:34].[CH3:41][N:42]([CH3:43])[CH:44]=[O:45].[K+:39].[K+:40]>>[c:2]1(-[c:28]2[cH:27][cH:26][c:25]([N:24]([CH3:23])[CH3:34])[cH:30][cH:29]2)[cH:3][cH:4][cH:5][c:6]([NH:8][C:9](=[O:10])[C:11]2([c:14]3[cH:15][c:16]4[c:17]([cH:21][cH:22]3)[O:18][CH2:19][O:20]4)[CH2:12][CH2:13]2)[n:7]1. The reactants are CC=1C=CC(=C(C(=O)O)C1)NC=1C=NC2=CC=CC=C2C1 (5-methyl-2-(quinolin-3-ylamino)benzoic acid). The reagents and catalysts are O=[Pt]=O (PtO2). Solvent: C(=O)(C(F)(F)F)O (TFA). Yields the product CC=1C=CC(=C(C(=O)O)C1)NC=1C=NC=2CCCCC2C1 (5-methyl-2-(5,6,7,8-tetrahydroquinolin-3-ylamino)benzoic acid). Yield: 0.1%. Reaction SMILES: [CH3:1][C:2]1[CH:3]=[CH:4][C:5]([NH:11][C:12]2[CH:13]=[N:14][C:15]3[C:20]([CH:21]=2)=[CH:19][CH:18]=[CH:17][CH:16]=3)=[C:6]([CH:10]=1)[C:7]([OH:9])=[O:8]>C(O)(C(F)(F)F)=O.O=[Pt]=O>[CH3:1][C:2]1[CH:3]=[CH:4][C:5]([NH:11][C:12]2[CH:13]=[N:14][C:15]3[CH2:16][CH2:17][CH2:18][CH2:19][C:20]=3[CH:21]=2)=[C:6]([CH:10]=1)[C:7]([OH:9])=[O:8]. Procedure details: A solution of 5-methyl-2-(quinolin-3-ylamino)benzoic acid (Example 16) (1.08 mmol, 0.30 g) in TFA (2.5 ml) was hydrogenated under pressure (58 psi) with PtO2 (0.11 mmol, 0.028 g) as catalyst until all starting material disappeared. After that the reaction mixture was filtered, concentrated and redissolved in water. The pH was adjusted to 4-5 by addition of 2N NaOH and a solid was formed. This yellow solid formed was the desired compound (0.249 mg, 79% of yield).